Dataset: the Open Reaction Database (ORD), a public repository of structured organic reaction records. Task: describe an organic reaction: reactants, conditions, products, and yield Starting materials: ClC=1C=C2C(CCOC2=CC1OC1=CC=C(C=C1)C(NCCC=1C(=NC(=CC1)C(F)(F)F)OC)=O)C(=O)O (6-Chloro-7-(4-(2-(2-methoxy-6-(trifluoromethyl)pyridin-3-yl)ethylcarbamoyl)phenoxy)chroman-4-carboxylic acid), C[O-].[Na+] (sodium methoxide), CO (methanol). Run in C1CCOC1.CO (THF MeOH). Reaction conditions: time 15 minute. Product: ClC=1C=C2C(CCOC2=CC1OC1=CC=C(C=C1)C(NCCC=1C(=NC(=CC1)C(F)(F)F)OC)=O)C(=O)[O-].[Na+] (sodium 6-chloro-7-(4-(2-(2-methoxy-6-(trifluoromethyl)pyridin-3-yl)ethylcarbamoyl)phenoxy)chroman-4-carboxylate). Isolated yield 101.0%. RXN SMILES: [Cl:1][C:2]1[CH:3]=[C:4]2[C:9](=[CH:10][C:11]=1[O:12][C:13]1[CH:18]=[CH:17][C:16]([C:19](=[O:35])[NH:20][CH2:21][CH2:22][C:23]3[C:24]([O:33][CH3:34])=[N:25][C:26]([C:29]([F:32])([F:31])[F:30])=[CH:27][CH:28]=3)=[CH:15][CH:14]=1)[O:8][CH2:7][CH2:6][CH:5]2[C:36]([OH:38])=[O:37].C[O-].[Na+:41].CO>C1COCC1.CO>[Cl:1][C:2]1[CH:3]=[C:4]2[C:9](=[CH:10][C:11]=1[O:12][C:13]1[CH:18]=[CH:17][C:16]([C:19](=[O:35])[NH:20][CH2:21][CH2:22][C:23]3[C:24]([O:33][CH3:34])=[N:25][C:26]([C:29]([F:32])([F:30])[F:31])=[CH:27][CH:28]=3)=[CH:15][CH:14]=1)[O:8][CH2:7][CH2:6][CH:5]2[C:36]([O-:38])=[O:37].[Na+:41] |f:1.2,4.5,6.7|. Reported procedure: 6-Chloro-7-(4-(2-(2-methoxy-6-(trifluoromethyl)pyridin-3-yl)ethylcarbamoyl)phenoxy)chroman-4-carboxylic acid (255 mg, 0.463 mmol) in 2:1 THF-MeOH (2 ml) was treated with 0.5 N sodium methoxide in methanol (926 μl, 0.463 mmol) at ambient temperature. After 15 minutes, the reaction was concentrated in vacuo. The material was suspended in ethyl acetate and concentrated to a solid. The solid was suspended in ethyl acetate, hexanes were added, and the mixture was concentrated in vacuo to a solid. The... The reactants are C1CCOC1, CN(C1CCC(OCCC(=O)O)CC1)S(=O)(=O)c1ccc(C(F)(F)F)cc1, CNC, CCN=C=NCCCN(C)C, ClCCl, On1nnc2ccccc21. Yields the product CN(C)C(=O)CCOC1CCC(N(C)S(=O)(=O)c2ccc(C(F)(F)F)cc2)CC1. Reaction SMILES: [CH2:55]1[O:56][CH2:57][CH2:58][CH2:59]1.[CH3:1][N:2]([CH:3]1[CH2:4][CH2:5][CH:6]([O:9][CH2:10][CH2:11][C:12](=[O:13])[OH:14])[CH2:7][CH2:8]1)[S:15](=[O:16])(=[O:17])[c:18]1[cH:19][cH:20][c:21]([C:24]([F:25])([F:26])[F:27])[cH:22][cH:23]1.[CH3:28][NH:29][CH3:30].[CH3:31][CH2:32][N:33]=[C:34]=[N:35][CH2:36][CH2:37][CH2:38][N:39]([CH3:40])[CH3:41].[Cl:52][CH2:53][Cl:54].[OH:42][n:43]1[c:44]2[c:45]([cH:46][cH:47][cH:48][cH:49]2)[n:50][n:51]1>>[CH3:1][N:2]([CH:3]1[CH2:4][CH2:5][CH:6]([O:9][CH2:10][CH2:11][C:12](=[O:13])[N:29]([CH3:28])[CH3:30])[CH2:7][CH2:8]1)[S:15](=[O:16])(=[O:17])[c:18]1[cH:19][cH:20][c:21]([C:24]([F:25])([F:26])[F:27])[cH:22][cH:23]1. Isolated yield 39.4%. Solvent: C(CCC)O (butanol). Procedure: A mixture of 2-hydroxy-4-[4-[3-(5-methyl-2-phenyl-4-oxazolyl)propionyl]phenyl]butyric acid ethyl ester (1.43 g), powdered potassium cyanate (0.83 g) and butanol (30 ml) was heated under refluxing conditions for 2 days. After the solvent was distilled off under reduced pressure, the residue was acidified with 2N hydrochloric acid and then extracted with ethyl acetate. The ethyl acetate layer was washed with water, dried (MgSO4) and then concentrated. The residue was purified by silica gel column ... RXN SMILES: C(O[C:4](=[O:31])[CH:5]([OH:30])[CH2:6][CH2:7][C:8]1[CH:13]=[CH:12][C:11]([C:14](=[O:29])[CH2:15][CH2:16][C:17]2[N:18]=[C:19]([C:23]3[CH:28]=[CH:27][CH:26]=[CH:25][CH:24]=3)[O:20][C:21]=2[CH3:22])=[CH:10][CH:9]=1)C.[O-:32][C:33]#[N:34].[K+]>C(O)CCC>[CH3:22][C:21]1[O:20][C:19]([C:23]2[CH:24]=[CH:25][CH:26]=[CH:27][CH:28]=2)=[N:18][C:17]=1[CH2:16][CH2:15][C:14]([C:11]1[CH:12]=[CH:13][C:8]([CH2:7][CH2:6][CH:5]2[O:30][C:33](=[O:32])[NH:34][C:4]2=[O:31])=[CH:9][CH:10]=1)=[O:29] |f:1.2|. Reactants: C(C)OC(C(CCC1=CC=C(C=C1)C(CCC=1N=C(OC1C)C1=CC=CC=C1)=O)O)=O (2-hydroxy-4-[4-[3-(5-methyl-2-phenyl-4-oxazolyl)propionyl]phenyl]butyric acid ethyl ester), [O-]C#N.[K+] (potassium cyanate). Product: CC1=C(N=C(O1)C1=CC=CC=C1)CCC(=O)C1=CC=C(C=C1)CCC1C(NC(O1)=O)=O (5-[2-[4-[3-(5-methyl-2-phenyl-4-oxazolyl)propionyl]phenyl]ethyl]-2,4-oxazolidinedione). Reactants: Cc1ccccc1, Nc1ccccc1, Nc1ccc2[nH]c(=O)ccc2c1, Cc1ccc(S(=O)(=O)O)cc1. Yields the product O=c1ccc2ccccc2[nH]1. Reaction SMILES: [CH3:31][c:32]1[cH:33][cH:34][cH:35][cH:36][cH:37]1.[NH2:13][c:14]1[cH:15][cH:16][cH:17][cH:18][cH:19]1.[NH2:1][c:2]1[cH:3][c:4]2[cH:5][cH:6][c:7](=[O:12])[nH:8][c:9]2[cH:10][cH:11]1.[c:20]1([CH3:21])[cH:22][cH:23][c:24]([S:25]([OH:26])(=[O:27])=[O:28])[cH:29][cH:30]1>>[cH:2]1[cH:3][c:4]2[cH:5][cH:6][c:7](=[O:12])[nH:8][c:9]2[cH:10][cH:11]1. RXN SMILES: [CH3:11][c:12]1[n:13][c:14]2[cH:15][cH:16][cH:17][cH:18][c:19]2[c:20]([CH2:22][O:23][c:24]2[cH:25][cH:26][c:27]([S:30](=[O:31])(=[O:32])[CH2:33][CH:34]([CH:35]=[C:36]3[CH2:37][CH2:38][S:39][CH2:40][CH2:41]3)[NH:42][OH:43])[cH:28][cH:29]2)[cH:21]1.[CH3:4][C:5]([O:6][C:7](=[O:8])[CH3:9])=[O:10].[CH:1](=[O:2])[OH:3].[O:44]1[CH2:45][CH2:46][CH2:47][CH2:48]1>>[CH:1](=[O:2])[N:42]([CH:34]([CH2:33][S:30]([c:27]1[cH:26][cH:25][c:24]([O:23][CH2:22][c:20]2[c:19]3[c:14]([n:13][c:12]([CH3:11])[cH:21]2)[cH:15][cH:16][cH:17][cH:18]3)[cH:29][cH:28]1)(=[O:31])=[O:32])[CH:35]=[C:36]1[CH2:37][CH2:38][S:39][CH2:40][CH2:41]1)[OH:43]. The reactants are Cc1cc(COc2ccc(S(=O)(=O)CC(C=C3CCSCC3)NO)cc2)c2ccccc2n1, CC(=O)OC(C)=O, O=CO, C1CCOC1. Product: Cc1cc(COc2ccc(S(=O)(=O)CC(C=C3CCSCC3)N(O)C=O)cc2)c2ccccc2n1. Starting materials: [H-].[Na+] (sodium hydride), ClC=1C=C(C(=O)N(CCC2=NN=NN2C)C(C)C)C=C(C1)O (3-chloro-5-hydroxy-N-isopropyl-N-[2-(1-methyl-1H-tetrazol-5-yl)-ethyl]-benzamide), C(C)(C)(C)OC(=O)N(CCOS(=O)(=O)C1=CC=C(C=C1)C)C1=CC=NC=C1 (toluene-4-sulfonic acid 2-(tert-butoxycarbonyl-pyridin-4-yl-amino)-ethyl ester). Solvent: CN(C)C=O (DMF). Run at time 88 hour. Yields the product C(C)(C)(C)OC(N(C1=CC=NC=C1)CCOC1=CC(=CC(=C1)C(N(CCC1=NN=NN1C)C(C)C)=O)Cl)=O ([2-(3-Chloro-5-{isopropyl-[2-(1-methyl-1H-tetrazol-5-yl)-ethyl]-carbamoyl}-phenoxy)-ethyl]-pyridin-4-yl-carbamic acid tert-butyl ester). Yield: 23.8%. RXN SMILES: [Cl:1][C:2]1[CH:3]=[C:4]([CH:19]=[C:20]([OH:22])[CH:21]=1)[C:5]([N:7]([CH:16]([CH3:18])[CH3:17])[CH2:8][CH2:9][C:10]1[N:14]([CH3:15])[N:13]=[N:12][N:11]=1)=[O:6].[H-].[Na+].[C:25]([O:29][C:30]([N:32]([C:46]1[CH:51]=[CH:50][N:49]=[CH:48][CH:47]=1)[CH2:33][CH2:34]OS(C1C=CC(C)=CC=1)(=O)=O)=[O:31])([CH3:28])([CH3:27])[CH3:26]>CN(C=O)C>[C:25]([O:29][C:30](=[O:31])[N:32]([CH2:33][CH2:34][O:22][C:20]1[CH:19]=[C:4]([C:5](=[O:6])[N:7]([CH:16]([CH3:17])[CH3:18])[CH2:8][CH2:9][C:10]2[N:14]([CH3:15])[N:13]=[N:12][N:11]=2)[CH:3]=[C:2]([Cl:1])[CH:21]=1)[C:46]1[CH:51]=[CH:50][N:49]=[CH:48][CH:47]=1)([CH3:28])([CH3:27])[CH3:26] |f:1.2|. Reported procedure: To a solution of 3-chloro-5-hydroxy-N-isopropyl-N-[2-(1-methyl-1H-tetrazol-5-yl)-ethyl]-benzamide (0.070 g) in DMF (2.0 ml) stirred at room temperature under nitrogen was added sodium hydride (60% dispersion in oil, 0.010 g) and after 10 min was added toluene-4-sulfonic acid 2-(tert-butoxycarbonyl-pyridin-4-yl-amino)-ethyl ester (0.120 g). The reaction was stirred for 88 h and the sovent removed in vacuo. The residue was partitioned between ethyl acetate and water. The organic phase was washed w... The reactants are ClC1OC(COCc2ccccc2)C(OCc2ccccc2)C1OCc1ccccc1, Clc1ncnc2[nH]ccc12, [H-], [Na+], CN(C)C=O. Yields the product Clc1ncnc2c1ccn2C1OC(COCc2ccccc2)C(OCc2ccccc2)C1OCc1ccccc1. As a reaction SMILES: [CH2:13]([c:14]1[cH:15][cH:16][cH:17][cH:18][cH:19]1)[O:20][CH:21]1[CH:22]([Cl:43])[O:23][CH:24]([CH2:34][O:35][CH2:36][c:37]2[cH:38][cH:39][cH:40][cH:41][cH:42]2)[CH:25]1[O:26][CH2:27][c:28]1[cH:29][cH:30][cH:31][cH:32][cH:33]1.[Cl:3][c:4]1[c:5]2[c:6]([n:7][cH:8][n:9]1)[nH:10][cH:11][cH:12]2.[H-:1].[Na+:2].[O:44]=[CH:45][N:46]([CH3:47])[CH3:48]>>[Cl:3][c:4]1[c:5]2[c:6]([n:7][cH:8][n:9]1)[n:10]([CH:22]1[CH:21]([O:20][CH2:13][c:14]3[cH:15][cH:16][cH:17][cH:18][cH:19]3)[CH:25]([O:26][CH2:27][c:28]3[cH:29][cH:30][cH:31][cH:32][cH:33]3)[CH:24]([CH2:34][O:35][CH2:36][c:37]3[cH:38][cH:39][cH:40][cH:41][cH:42]3)[O:23]1)[cH:11][cH:12]2.